This data is from the Open Reaction Database (ORD), a public repository of structured organic reaction records. The task is: describe an organic reaction: reactants, conditions, products, and yield Starting materials: [Br-], O=C(OOC(=O)c1ccccc1)c1ccccc1, Cc1ccc2oc(-c3cccc([N+](=O)[O-])c3)nc2n1, ClC(Cl)(Cl)Cl, O=C1CCC(=O)N1Br. The product is O=[N+]([O-])c1cccc(-c2nc3nc(CBr)ccc3o2)c1. As a reaction SMILES: [Br-:46].[C:28]([O:29][O:30][C:31](=[O:32])[c:33]1[cH:34][cH:35][cH:36][cH:37][cH:38]1)(=[O:39])[c:40]1[cH:41][cH:42][cH:43][cH:44][cH:45]1.[CH3:1][c:2]1[cH:3][cH:4][c:5]2[c:6]([n:7]1)[n:8][c:9](-[c:11]1[cH:12][c:13]([N+:17](=[O:18])[O-:19])[cH:14][cH:15][cH:16]1)[o:10]2.[Cl:47][C:48]([Cl:49])([Cl:50])[Cl:51].[O:20]=[C:21]1[N:22]([Br:27])[C:23](=[O:24])[CH2:25][CH2:26]1>>[CH2:1]([c:2]1[cH:3][cH:4][c:5]2[c:6]([n:7]1)[n:8][c:9](-[c:11]1[cH:12][c:13]([N+:17](=[O:18])[O-:19])[cH:14][cH:15][cH:16]1)[o:10]2)[Br:27]. Starting materials: CC1=C(N)C=C(C=C1)C (2,5-dimethylaniline), C(\C=C\C)=O (crotonaldehyde). Run in Cl (hydrochloric acid). Yields the product CC1=NC2=C(C=CC(=C2C=C1)C)C (2,5,8-trimethylquinoline). RXN SMILES: [CH3:1][C:2]1[CH:8]=[CH:7][C:6]([CH3:9])=[CH:5][C:3]=1[NH2:4].[CH:10](=O)/[CH:11]=[CH:12]/[CH3:13]>Cl>[CH3:13][C:12]1[CH:11]=[CH:10][C:5]2[C:3](=[C:2]([CH3:1])[CH:8]=[CH:7][C:6]=2[CH3:9])[N:4]=1. Reported procedure: In 50 ml of 6N hydrochloric acid, 10.0 g of 2,5-dimethylaniline were dissolved. To the resulting solution, 6.8 ml of crotonaldehyde were added dropwise under reflux. After the completion of the dropwise addition, the reaction mixture was heated under reflux for further one hour and the reaction was terminated. After the reaction mixture was allowed to cool down to room temperature, 5N sodium hydroxide-was added to neutralize the reaction mixture, followed by extraction with ethyl acetate (200 ml... Reactants: Cl.C1(=CC=CC=C1)N1CCN(CC1)CCCN1C(SC2=C1C=CC(=C2)OC(F)(F)F)=NC(C(F)(F)F)=O (3-[3-(4-Phenyl-1-piperazinyl)propyl]-2-trifluoroacetylimino-6-trifluoromethoxybenzothiazoline hydrochloride). Solvent: C([O-])([O-])=O.[K+].[K+] (potassium carbonate), CO (methanol). Run at temperature 20 celsius, time 4 hour. Product: Cl.Cl.N=C1SC2=C(N1CCCN1CCN(CC1)C1=CC=CC=C1)C=CC(=C2)OC(F)(F)F (2-Imino-3-[3-(4-phenyl-1-piperazinyl)propyl]-6-trifluoromethoxybenzothiazoline dihydrochloride). The yield is 99.3%. As a reaction SMILES: [ClH:1].[C:2]1([N:8]2[CH2:13][CH2:12][N:11]([CH2:14][CH2:15][CH2:16][N:17]3[C:21]4[CH:22]=[CH:23][C:24]([O:26][C:27]([F:30])([F:29])[F:28])=[CH:25][C:20]=4[S:19][C:18]3=[N:31]C(=O)C(F)(F)F)[CH2:10][CH2:9]2)[CH:7]=[CH:6][CH:5]=[CH:4][CH:3]=1>C(=O)([O-])[O-].[K+].[K+].CO>[ClH:1].[ClH:1].[NH:31]=[C:18]1[N:17]([CH2:16][CH2:15][CH2:14][N:11]2[CH2:10][CH2:9][N:8]([C:2]3[CH:7]=[CH:6][CH:5]=[CH:4][CH:3]=3)[CH2:13][CH2:12]2)[C:21]2[CH:22]=[CH:23][C:24]([O:26][C:27]([F:28])([F:30])[F:29])=[CH:25][C:20]=2[S:19]1 |f:0.1,2.3.4,6.7.8|. Procedure: 3-[3-(4-Phenyl-1-piperazinyl)propyl]-2-trifluoroacetylimino-6-trifluoromethoxybenzothiazoline hydrochloride (3.6 g), dissolved in a mixture of 7% strength aqueous potassium carbonate solution (45 cc) and methanol (150 cc), is stirred for 4 hours at a temperature in the region of 20° C. After concentration to dryness, the reaction medium is taken up in distilled water (100 cc) and the organic phase extracted with ethyl acetate (2×100 cc), dried over magnesium sulphate and concentrated to dryness ...